Dataset: the Open Reaction Database (ORD), a public repository of structured organic reaction records. Task: describe an organic reaction: reactants, conditions, products, and yield Reactants: CC1([C@@H](N2[C@H](S1)[C@@H](C2=O)NC(=O)[C@@H](C=3C=CC=CC3)N)C(=O)O)C (ampicillin), CC1([C@@H](N2[C@H](S1)[C@@H](C2=O)NC(=O)C3=C(C=CC=C3OC)OC)C(=O)O)C (methicillin). Product: CC1([C@@H](N2[C@H](S1)[C@@H](C2=O)NC(=O)[C@@H](C=3C=CC=CC3)N)C(=O)O)C.CC1([C@@H](N2[C@H](S1)[C@@H](C2=O)NC(=O)C3=C(C=CC=C3OC)OC)C(=O)O)C (Ampicillin Methicillin). As a reaction SMILES: [CH3:1][C:2]1([CH3:24])[S:6][C@@H:5]2[C@H:7]([NH:10][C:11]([C@H:13]([NH2:20])[C:14]3[CH:15]=[CH:16][CH:17]=[CH:18][CH:19]=3)=[O:12])[C:8](=[O:9])[N:4]2[C@H:3]1[C:21]([OH:23])=[O:22].[CH3:25][C:26]1([CH3:50])[S:30][C@@H:29]2[C@H:31]([NH:34][C:35]([C:37]3[C:42]([O:43][CH3:44])=[CH:41][CH:40]=[CH:39][C:38]=3[O:45][CH3:46])=[O:36])[C:32](=[O:33])[N:28]2[C@H:27]1[C:47]([OH:49])=[O:48]>>[CH3:1][C:2]1([CH3:24])[S:6][C@@H:5]2[C@H:7]([NH:10][C:11]([C@H:13]([NH2:20])[C:14]3[CH:19]=[CH:18][CH:17]=[CH:16][CH:15]=3)=[O:12])[C:8](=[O:9])[N:4]2[C@H:3]1[C:21]([OH:23])=[O:22].[CH3:25][C:26]1([CH3:50])[S:30][C@@H:29]2[C@H:31]([NH:34][C:35]([C:37]3[C:42]([O:43][CH3:44])=[CH:41][CH:40]=[CH:39][C:38]=3[O:45][CH3:46])=[O:36])[C:32](=[O:33])[N:28]2[C@H:27]1[C:47]([OH:49])=[O:48] |f:2.3|. Reported procedure: Add 20 μg of ampicillin and 80 μg of methicillin